describe an organic reaction: reactants, conditions, products, and yield From a dataset of the Open Reaction Database (ORD), a public repository of structured organic reaction records. Starting materials: N1=C(C=CC=C1)CN1N=CC2=CC(=CC=C12)NC1=NC=NC2=CC=CC(=C12)OCC(=O)OC (methyl [(4-{[1-(pyridin-2-ylmethyl)-1H-indazol-5-yl]amino}quinazolin-5-yl)oxy]acetate), N1CCCC1 (pyrrolidine). Product: O=C(COC1=C2C(=NC=NC2=CC=C1)NC=1C=C2C=NN(C2=CC1)CC1=NC=CC=C1)N1CCCC1 (5-(2-oxo-2-pyrrolidin-1-ylethoxy)-N-[1-(pyridin-2-ylmethyl)-1H-indazol-5-yl]quinazolin-4-amine). The yield is 81.4%. RXN SMILES: [N:1]1[CH:6]=[CH:5][CH:4]=[CH:3][C:2]=1[CH2:7][N:8]1[C:16]2[C:11](=[CH:12][C:13]([NH:17][C:18]3[C:27]4[C:22](=[CH:23][CH:24]=[CH:25][C:26]=4[O:28][CH2:29][C:30](OC)=[O:31])[N:21]=[CH:20][N:19]=3)=[CH:14][CH:15]=2)[CH:10]=[N:9]1.[NH:34]1[CH2:38][CH2:37][CH2:36][CH2:35]1>>[O:31]=[C:30]([N:34]1[CH2:38][CH2:37][CH2:36][CH2:35]1)[CH2:29][O:28][C:26]1[CH:25]=[CH:24][CH:23]=[C:22]2[C:27]=1[C:18]([NH:17][C:13]1[CH:12]=[C:11]3[C:16](=[CH:15][CH:14]=1)[N:8]([CH2:7][C:2]1[CH:3]=[CH:4][CH:5]=[CH:6][N:1]=1)[N:9]=[CH:10]3)=[N:19][CH:20]=[N:21]2. Procedure details: Using the same procedure as in Example 5, methyl [(4-{[1-(pyridin-2-ylmethyl)-1H-indazol-5-yl]amino}quinazolin-5-yl)oxy]acetate (180 mg, 0.41 mmol) was reacted with pyrrolidine (0.205 ml, 2.45 mmol) to give the title compound as a light brown solid (160 mg, 82%), except that the reaction was run at 45° C. for 18 hours in the presence of 3 Å molecular sieve. NMR Spectrum 1.83 (m, 2H), 1.95 (m, 2H), 3.45 (t, 2H), 3.50 (t, 2H), 5.09 (s, 2H), 5.77 (s, 2H), 6.96 (d, 1H), 7.18 (d, 1H), 7.29 (m, 1H), 7... Reactants: C1(=CC=C(C=C1)S(=O)(=O)OCCC(C)(C)O)C (3-hydroxy-3-methylbutyl toluene-4-sulfonate), ClC1=CC(=CC=2[C@@](C3=CC=CC=C3C12)(O)C(F)(F)F)O ((9R)-4-chloro-9-(trifluoromethyl)-9H-fluorene-2,9-diol), C1(=CC=C(C=C1)S(=O)(=O)OCCC(C)(C)O)C (3-hydroxy-3-methylbutyl toluene-4-sulfonate), C([O-])([O-])=O.[K+].[K+] (potassium carbonate), O (water). Run in CN(C=O)C (N,N-dimethylformamide), CN(C=O)C (N,N-dimethylformamide). Reaction conditions: temperature 70 celsius, time 8 hour. The product is ClC1=CC(=CC=2[C@@](C3=CC=CC=C3C12)(O)C(F)(F)F)OCCC(C)(C)O ((9R)-4-Chloro-2-(3-hydroxy-3-methylbutyloxy)-9-(trifluoromethyl)-9H-fluoren-9-ol). Yield: 69.3%. Reaction SMILES: [Cl:1][C:2]1[C:14]2[C:13]3[C:8](=[CH:9][CH:10]=[CH:11][CH:12]=3)[C@@:7]([C:16]([F:19])([F:18])[F:17])([OH:15])[C:6]=2[CH:5]=[C:4]([OH:20])[CH:3]=1.C1(C)C=CC(S(O[CH2:31][CH2:32][C:33]([OH:36])([CH3:35])[CH3:34])(=O)=O)=CC=1.C(=O)([O-])[O-].[K+].[K+].O>CN(C)C=O>[Cl:1][C:2]1[C:14]2[C:13]3[C:8](=[CH:9][CH:10]=[CH:11][CH:12]=3)[C@@:7]([C:16]([F:18])([F:19])[F:17])([OH:15])[C:6]=2[CH:5]=[C:4]([O:20][CH2:31][CH2:32][C:33]([OH:36])([CH3:35])[CH3:34])[CH:3]=1 |f:2.3.4|. Procedure: Under a nitrogen atmosphere, (9R)-4-chloro-9-(trifluoromethyl)-9H-fluorene-2,9-diol (55.5 g) was dissolved in N,N-dimethylformamide (550 ml), 3-hydroxy-3-methylbutyl toluene-4-sulfonate (49.6 g) and potassium carbonate (39.5 g) were added, and the mixture was stirred at an oil bath temperature of 70° C. overnight. To the reaction mixture was added a solution of 3-hydroxy-3-methylbutyl toluene-4-sulfonate (4.0 g) in N,N-dimethylformamide (5 ml), and the mixture was further stirred at the same tem... The reactants are BrCC1=C(C=CC=C1)I (1-(bromomethyl)-2-iodobenzene), [H-].[Na+] (Sodium hydride), ice water, C1(=CC=CC=C1O)C (o-cresol), [H-].[Na+] (sodium hydride). Run in O1CCCC1 (tetrahydrofuran). Run at temperature 60 celsius, time 20 minute. The product is IC1=C(C=CC=C1)COC1=C(C=CC=C1)C (1-Iodo-2-[(2-methylphenoxy)methyl]benzene). Isolated yield 93.4%. Reaction SMILES: [H-].[Na+].[C:3]1([CH3:10])[C:8]([OH:9])=[CH:7][CH:6]=[CH:5][CH:4]=1.Br[CH2:12][C:13]1[CH:18]=[CH:17][CH:16]=[CH:15][C:14]=1[I:19]>O1CCCC1>[I:19][C:14]1[CH:15]=[CH:16][CH:17]=[CH:18][C:13]=1[CH2:12][O:9][C:8]1[CH:7]=[CH:6][CH:5]=[CH:4][C:3]=1[CH3:10] |f:0.1|. Procedure details: Sodium hydride (60% oil dispersion) (7.8 g) was added portionwise to a ice-water cooled solution of o-cresol (21.1 g) in tetrahydrofuran (500 mL). The mixture was stirred 20 minutes and then 1-(bromomethyl)-2-iodobenzene (58 g) was added. The mixture was warmed to 60° C. for 16 h. Additional sodium hydride (2 g) was added and the reaction mixture heated for an additional 3 h. The reaction mixture was cooled and carefully quenched with water and extracted with ethyl acetate (2×250 mL). The combin... The reactants are S(=O)(=O)([O-])[O-].[Mg+2] (magnesium sulfate), C(C)OC(CCCCC1=CC=C(C=C1)C(F)(F)F)=O (5-(4-trifluoromethylphenyl)pentanoic acid ethylester), [Cl-].[NH4+] (ammonium chloride), CC(C)C[AlH]CC(C)C (DIBAL). Solvent: C(C)OCC (Diethyl ether), C1(=CC=CC=C1)C (toluene), C1(=CC=CC=C1)C (toluene). Reaction conditions: temperature -60 celsius, time 15 minute. The product is FC(C1=CC=C(C=C1)CCCCC=O)(F)F (5-(4-trifluoromethylphenyl)pentanal). Isolated yield 73.3%. RXN SMILES: C([O:3][C:4](=O)[CH2:5][CH2:6][CH2:7][CH2:8][C:9]1[CH:14]=[CH:13][C:12]([C:15]([F:18])([F:17])[F:16])=[CH:11][CH:10]=1)C.CC(C[AlH]CC(C)C)C.[Cl-].[NH4+].S([O-])([O-])(=O)=O.[Mg+2]>C1(C)C=CC=CC=1.C(OCC)C>[F:16][C:15]([F:17])([F:18])[C:12]1[CH:11]=[CH:10][C:9]([CH2:8][CH2:7][CH2:6][CH2:5][CH:4]=[O:3])=[CH:14][CH:13]=1 |f:2.3,4.5|. Reported procedure: The above 5-(4-trifluoromethylphenyl)pentanoic acid ethylester 12.2 g (44.5 mmol) was stirred in toluene 70 ml while the temperature was cooled to −60° C., and a 1.01 M of toluene solution 46.0 ml (46.5 mmol) of DIBAL was added dropwise, and the mixture was stirred at −60° C. for 15 minutes. At the same temperature, a saturated ammonium chloride aqueous solution 40 ml was added dropwise to the reactant, and the mixture was heated to room temperature and stirred for 30 minutes. Diethyl ether 100 ... Reactants: O=C(CBr)NC1C(=O)N2C(C(=O)O)=C(C=C3CCN(Cc4ccc(O)cc4)C3=O)CSC12, CN(C)C=O, [Na], [Na], O=C(O)c1ccc(S)cc1. The product is [Na], O=C(CSc1ccc(C(=O)O)cc1)NC1C(=O)N2C(C(=O)O)=C(C=C3CCN(Cc4ccc(O)cc4)C3=O)CSC12. Reaction SMILES: [Br:13][CH2:14][C:15](=[O:16])[NH:17][CH:18]1[CH:19]2[S:20][CH2:21][C:22]([CH:30]=[C:31]3[C:32](=[O:44])[N:33]([CH2:36][c:37]4[cH:38][cH:39][c:40]([OH:43])[cH:41][cH:42]4)[CH2:34][CH2:35]3)=[C:23]([C:27](=[O:28])[OH:29])[N:24]2[C:25]1=[O:26].[CH3:45][N:46]([CH3:47])[CH:48]=[O:49].[Na:1].[Na:2].[SH:3][c:4]1[cH:5][cH:6][c:7]([C:8](=[O:9])[OH:10])[cH:11][cH:12]1>>[Na:1].[S:3]([c:4]1[cH:5][cH:6][c:7]([C:8](=[O:9])[OH:10])[cH:11][cH:12]1)[CH2:14][C:15](=[O:16])[NH:17][CH:18]1[CH:19]2[S:20][CH2:21][C:22]([CH:30]=[C:31]3[C:32](=[O:44])[N:33]([CH2:36][c:37]4[cH:38][cH:39][c:40]([OH:43])[cH:41][cH:42]4)[CH2:34][CH2:35]3)=[C:23]([C:27](=[O:28])[OH:29])[N:24]2[C:25]1=[O:26]. Reactants: O=C1CCN(Cc2ccccc2)CC1, C[Si](C)(C)C#N, CCOCC, [I-], [I-], [Zn+2]. Product: NCC1(O)CCN(Cc2ccccc2)CC1. Reaction SMILES: [CH2:1]([c:2]1[cH:3][cH:4][cH:5][cH:6][cH:7]1)[N:8]1[CH2:9][CH2:10][C:11](=[O:14])[CH2:12][CH2:13]1.[CH3:15][Si:16]([CH3:17])([CH3:18])[C:19]#[N:20].[CH3:21][CH2:22][O:23][CH2:24][CH3:25].[I-:26].[I-:28].[Zn+2:27]>>[CH2:1]([c:2]1[cH:3][cH:4][cH:5][cH:6][cH:7]1)[N:8]1[CH2:9][CH2:10][C:11]([OH:14])([CH2:19][NH2:20])[CH2:12][CH2:13]1.